Dataset: the Open Reaction Database (ORD), a public repository of structured organic reaction records. Task: describe an organic reaction: reactants, conditions, products, and yield Reactants: B(F)(F)F (boron trifluoride), P(O)(O)(O)=O (orthophosphoric acid), CCCCCC (hexane), C(=C)OCC (ethyl vinyl ether), C([O-])(O)=O.[Na+] (sodium bicarbonate). The solvent is C(C)(=O)OCC (ethyl acetate), O (water), C(C)(=O)OCC (ethyl acetate). Run at temperature 40 celsius, time 1 hour. Yields the product C(=O)C=CC(=CC(=O)OCC)C (ethyl 5-formyl-3-methyl-2,4-pentadienoate). RXN SMILES: B(F)(F)F.[CH:5]([O:7][CH2:8][CH3:9])=[CH2:6].[C:10](=[O:13])(O)[O-].[Na+].P(=O)(O)(O)[OH:16].[CH3:20][CH2:21][CH2:22][CH2:23]CC>C(OCC)(=O)C.O>[CH:10]([CH:20]=[CH:21][C:22]([CH3:23])=[CH:6][C:5]([O:7][CH2:8][CH3:9])=[O:16])=[O:13] |f:2.3|. Reported procedure: 75 g of the product obtained in the first step are dissolved in 500 cm3 of anhydrous hexane in a 1-liter round flask and the solution is heated to 40° C. 1.8 cm3 of boron trifluoride diethyletherate are added and 30 cm3 of ethyl vinyl ether are added in an inert atmosphere while the temperature is maintained below 50° C. After addition, stirring is continued for 1 hour at 40°-50° C. 10 g of sodium bicarbonate are added, are filtered off and the liquid is concentrated under reduced pressure. The ... The reactants are solution, Cl (hydrochloric acid), CN(C)C=O.O (DMF water), C(C)(C)(C)OC(=O)N1C(=CC2=CC=CC=C12)C1=C(N=NC(=C1)C1=CC=NC=C1)OC (2-(3-Methoxy-6-pyridin-4-yl-pyridazin-4-yl) -indole-1-carboxylic acid tert-butyl ester), C[Si](Cl)(C)C (trimethylchlorosilane). Solvent: O1CCOCC1 (dioxane), C(C)#N (acetonitrile). Conditions: temperature 60 celsius, time 2 hour. Yields the product N1C(=CC2=CC=CC=C12)C=1C(NN=C(C1)C1=CC=NC=C1)=O (4-(1H-Indol-2-yl)-6-pyridin-4-yl-2H-pyridazin-3-one). Isolated yield 25.1%. As a reaction SMILES: C(OC([N:8]1[C:16]2[C:11](=[CH:12][CH:13]=[CH:14][CH:15]=2)[CH:10]=[C:9]1[C:17]1[CH:22]=[C:21]([C:23]2[CH:28]=[CH:27][N:26]=[CH:25][CH:24]=2)[N:20]=[N:19][C:18]=1[O:29]C)=O)(C)(C)C.C[Si](C)(C)Cl.Cl.CN(C=O)C.O>C(#N)C.O1CCOCC1>[NH:8]1[C:16]2[C:11](=[CH:12][CH:13]=[CH:14][CH:15]=2)[CH:10]=[C:9]1[C:17]1[C:18](=[O:29])[NH:19][N:20]=[C:21]([C:23]2[CH:28]=[CH:27][N:26]=[CH:25][CH:24]=2)[CH:22]=1 |f:3.4|. Reported procedure: 25 mg of 2-(3-Methoxy-6-pyridin-4-yl-pyridazin-4-yl) -indole-1-carboxylic acid tert-butyl ester, 7.4 mg trimethylchlorosilane and 11.3 mg KI dissolved in 1 ml of acetonitrile are stirred for 2 h at 60° C. Subsequently, 0.5 ml of a 4N solution of hydrochloric acid in dioxane is added and stirred for 2 h at room temperature. The solution is diluted into DMF/water and directly purified by HPLC on a RP18 column giving 4.5 mg 4-(1H-Indol-2-yl)-6-pyridin-4-yl-2H-pyridazin-3-one. The reactants are [N-]=C=O (isocyanate), CC=1C(=CC(=CC1)N=C=O)N=C=O (2,4-tolylene diisocyanate), CC=1C(=CC=CC1N=C=O)N=C=O (2,6-tolylene diisocyanate), CC=1C(=CC(=CC1)N=C=O)N=C=O (tolylene diisocyanate). Solvent: C(C)(CC)O (sec-butanol). Product: diisocyanate, CC=1C(=CC(=CC1)N=C=O)N=C=O.C(C)(CC)O (tolylene diisocyanate sec-butanol). Reaction SMILES: [CH3:1][C:2]1[C:3]([N:11]=[C:12]=[O:13])=[CH:4][C:5]([N:8]=[C:9]=[O:10])=[CH:6][CH:7]=1.[CH3:14][C:15]1C(N=C=O)=CC=[CH:19][C:20]=1N=C=O.[N-]=C=[O:29]>C(O)(CC)C>[CH3:1][C:2]1[C:3]([N:11]=[C:12]=[O:13])=[CH:4][C:5]([N:8]=[C:9]=[O:10])=[CH:6][CH:7]=1.[CH:15]([OH:29])([CH2:20][CH3:19])[CH3:14] |f:4.5|. Procedure: Separately, 81.4 parts of sec-butanol was added dropwise at less than 50° C. to 174 parts of tolylene diisocyanate (a mixture of 80% of 2,4-tolylene diisocyanate and 20% of 2,6-tolylene diisocyanate), and they were reacted at 60° C. until the isocyanate value of the produce became 148. Thus, a partially blocked diisocyanate having a molar ratio (tolylene diisocyanate/sec-butanol) of 1:1.1 was obtained. This product is referred to as an "isocyanate C". The reactants are CS(=O)(=O)Cl, ClCCl, N#C[Na], CCCC(CCO)c1ncc(-c2ncnc3[nH]ccc23)s1. Yields the product CCCC(CCC#N)c1ncc(-c2ncnc3[nH]ccc23)s1. As a reaction SMILES: [CH3:22][S:23](=[O:24])(=[O:25])[Cl:26].[Cl:30][CH2:31][Cl:32].[Na:27][C:28]#[N:29].[n:1]1[cH:2][n:3][c:4](-[c:10]2[cH:11][n:12][c:13]([CH:15]([CH2:16][CH2:17][OH:18])[CH2:19][CH2:20][CH3:21])[s:14]2)[c:5]2[c:6]1[nH:7][cH:8][cH:9]2>>[n:1]1[cH:2][n:3][c:4](-[c:10]2[cH:11][n:12][c:13]([CH:15]([CH2:16][CH2:17][C:28]#[N:29])[CH2:19][CH2:20][CH3:21])[s:14]2)[c:5]2[c:6]1[nH:7][cH:8][cH:9]2. Reactants: bis(bicyclo[2.2.1]hepta-2,5-diene)rhodium (I) perchlorate, C1(=CC=CC=C1)P(CCP(C1=CC=CC=C1)C1=CC=CC=C1)C1=CC=CC=C1 (1,2-bis(diphenylphosphino)ethane), C(C1=CC=CC=C1)N1CC(=C(C1)C1(CC1)NC(=O)OC(C)(C)C)C(=O)OCC (ethyl 1-benzyl-4-(1-tert-butoxycarbonylaminocyclopropyl)-3-pyrroline-3-carboxylate). Solvent: CO (methanol). Run at time 10 minute. Yields the product C(C1=CC=CC=C1)N1C[C@H]([C@H](C1)C1(CC1)NC(=O)OC(C)(C)C)C(=O)OCC (Ethyl cis-1-benzyl-4-(1-tert-butoxycarbonylaminocyclopropyl)-pyrrolidine-3-carboxylate). Yield: 97.8%. RXN SMILES: C1(P(C2C=CC=CC=2)CCP(C2C=CC=CC=2)C2C=CC=CC=2)C=CC=CC=1.[CH2:29]([N:36]1[CH2:40][C:39]([C:41]2([NH:44][C:45]([O:47][C:48]([CH3:51])([CH3:50])[CH3:49])=[O:46])[CH2:43][CH2:42]2)=[C:38]([C:52]([O:54][CH2:55][CH3:56])=[O:53])[CH2:37]1)[C:30]1[CH:35]=[CH:34][CH:33]=[CH:32][CH:31]=1>CO>[CH2:29]([N:36]1[CH2:40][C@H:39]([C:41]2([NH:44][C:45]([O:47][C:48]([CH3:50])([CH3:51])[CH3:49])=[O:46])[CH2:42][CH2:43]2)[C@H:38]([C:52]([O:54][CH2:55][CH3:56])=[O:53])[CH2:37]1)[C:30]1[CH:35]=[CH:34][CH:33]=[CH:32][CH:31]=1. Reported procedure: Under a nitrogen gas stream, bis(bicyclo[2.2.1]hepta-2,5-diene)rhodium (I) perchlorate (54.5 mg, 0.14 mmol) and 1,2-bis(diphenylphosphino)ethane (67.4 mg, 0.17 mmol) were dissolved in degassed methanol (25 ml) and stirred at room temperature for 10 minutes. To this catalyst solution was added a solution of ethyl 1-benzyl-4-(1-tert-butoxycarbonylaminocyclopropyl)-3-pyrroline-3-carboxylate (1.090 g, 2.820 mmol) in dry and degassed methanol (15 ml). The thus obtained liquid reaction mixture was the...